From a dataset of the Open Reaction Database (ORD), a public repository of structured organic reaction records. describe an organic reaction: reactants, conditions, products, and yield Reactants: C12(CC3CC(CC(C1)C3)C2)COC2=NC=C(C(=O)O)C=C2C2CC2 (6-(adamantan-1-ylmethoxy)-5-cyclopropylnicotinic acid), C1(CC1)S(=O)(=O)N (cyclopropanesulfonamide), [C@H]12[C@@H](C[C@H](CC1)C2)OC2=CC(=C(C(=O)O)C=C2C2CC2)F (4-((1S,2R,4R)-bicyclo[2.2.1]heptan-2-yloxy)-5-cyclopropyl-2-fluorobenzoic acid), COCCS(=O)(=O)N (2-methoxyethanesulfonamide). Yields the product [C@H]12[C@@H](C[C@H](CC1)C2)OC2=CC(=C(C(=O)NS(=O)(=O)C1CC1)C=C2C2CC2)F (4-((1S,2R,4R)-bicyclo[2.2.1]heptan-2-yloxy)-5-cyclopropyl-N-(cyclopropylsulfonyl)-2-fluorobenzamide). The yield is 67.0%. As a reaction SMILES: C12(COC3C(C4CC4)=CC(C(O)=O)=CN=3)CC3CC(CC(C3)C1)C2.[C@@H:25]12[CH2:31][C@@H:28]([CH2:29][CH2:30]1)[CH2:27][C@H:26]2[O:32][C:33]1[C:41]([CH:42]2[CH2:44][CH2:43]2)=[CH:40][C:36]([C:37]([OH:39])=O)=[C:35]([F:45])[CH:34]=1.COCCS(N)(=O)=O.[CH:54]1([S:57]([NH2:60])(=[O:59])=[O:58])[CH2:56][CH2:55]1>>[C@@H:25]12[CH2:31][C@@H:28]([CH2:29][CH2:30]1)[CH2:27][C@H:26]2[O:32][C:33]1[C:41]([CH:42]2[CH2:43][CH2:44]2)=[CH:40][C:36]([C:37]([NH:60][S:57]([CH:54]2[CH2:56][CH2:55]2)(=[O:59])=[O:58])=[O:39])=[C:35]([F:45])[CH:34]=1. Procedure: Following the procedure as described in Example 271 and making variations as required to replace 6-(adamantan-1-ylmethoxy)-5-cyclopropylnicotinic acid with 4-((1S,2R,4R)-bicyclo[2.2.1]heptan-2-yloxy)-5-cyclopropyl-2-fluorobenzoic acid and to replace 2-methoxyethanesulfonamide with cyclopropanesulfonamide. Purification by silica gel column chromatography (2:1 hexanes:ethyl acetate (+0.2% acetic acid v/v)) gave the title compound as a colorless solid (0.090 g, 67%): 1H NMR (300 MHz, DMSO-d6) δ 11.... The reactants are C(C)(C)(C)OC(=O)N1CCN(CC1)C1=NC=C(C=C1C)C#N (4-(5-Cyano-3-methylpyridin-2-yl)piperazine-1-carboxylic acid tert-butyl ester), FC(C(=O)O)(F)F (trifluoroacetic acid). The solvent is ClCCl (dichloromethane). Conditions: time 6 hour. Yields the product CC=1C(=NC=C(C#N)C1)N1CCNCC1 (5-methyl-6-(piperazin-1-yl)nicotinonitrile). Isolated yield 65.3%. As a reaction SMILES: C(OC([N:8]1[CH2:13][CH2:12][N:11]([C:14]2[C:19]([CH3:20])=[CH:18][C:17]([C:21]#[N:22])=[CH:16][N:15]=2)[CH2:10][CH2:9]1)=O)(C)(C)C.FC(F)(F)C(O)=O>ClCCl>[CH3:20][C:19]1[C:14]([N:11]2[CH2:10][CH2:9][NH:8][CH2:13][CH2:12]2)=[N:15][CH:16]=[C:17]([CH:18]=1)[C:21]#[N:22]. Procedure: 4-(5-Cyano-3-methylpyridin-2-yl)piperazine-1-carboxylic acid tert-butyl ester (2.45 g) described in Preparation Example 102 was dissolved in dichloromethane (15 mL), trifluoroacetic acid (5 mL) was added, and the mixture was stirred at room temperature for 6 hr. The solvent was evaporated from the reaction mixture, aqueous potassium carbonate solution was added, and the mixture was extracted with chloroform. The solvent was evaporated from the organic layer, the obtained residue was purified by ... Starting materials: Cc1cc2c(c3ccc(=O)[nH]c13)OC(CBr)C2, NCc1cccs1. Yields the product Cc1cc2c(c3ccc(=O)[nH]c13)OC(CNCc1cccs1)C2. As a reaction SMILES: [Br:1][CH2:2][CH:3]1[CH2:4][c:5]2[c:6]([c:7]3[cH:8][cH:9][c:10](=[O:16])[nH:11][c:12]3[c:13]([CH3:15])[cH:14]2)[O:17]1.[NH2:18][CH2:19][c:20]1[s:21][cH:22][cH:23][cH:24]1>>[CH2:2]([CH:3]1[CH2:4][c:5]2[c:6]([c:7]3[cH:8][cH:9][c:10](=[O:16])[nH:11][c:12]3[c:13]([CH3:15])[cH:14]2)[O:17]1)[NH:18][CH2:19][c:20]1[s:21][cH:22][cH:23][cH:24]1. Starting materials: [Br-], O=CCCCCCCCCCBr, O=C(O)CCCCC[P+](c1ccccc1)(c1ccccc1)c1ccccc1, C1CCOC1. Yields the product O=C(O)CCCCC=CCCCCCCCCCBr. RXN SMILES: [Br-:1].[Br:29][CH2:30][CH2:31][CH2:32][CH2:33][CH2:34][CH2:35][CH2:36][CH2:37][CH2:38][CH:39]=[O:40].[C:2](=[O:3])([OH:4])[CH2:5][CH2:6][CH2:7][CH2:8][CH2:9][P+:10]([c:11]1[cH:12][cH:13][cH:14][cH:15][cH:16]1)([c:17]1[cH:18][cH:19][cH:20][cH:21][cH:22]1)[c:23]1[cH:24][cH:25][cH:26][cH:27][cH:28]1.[O:41]1[CH2:42][CH2:43][CH2:44][CH2:45]1>>[C:2](=[O:3])([OH:4])[CH2:5][CH2:6][CH2:7][CH2:8][CH:9]=[CH:39][CH2:38][CH2:37][CH2:36][CH2:35][CH2:34][CH2:33][CH2:32][CH2:31][CH2:30][Br:29]. The reactants are ClC1=CC(=CC=C1)C(=O)OO (m-chloroperbenzoic acid), C1=CC=CC=2CC=CCC12 (5,8-dihydronaphthalene), C(C)(=O)OCC (ethyl acetate), C([O-])(O)=O.[Na+] (sodium bicarbonate). Solvent: C(C)OCC (ethyl ether). The product is O1C2CC=3C=CC=CC3CC21 (6,7-epoxy-5,6,7,8-tetrahydronaphthalene), formula II. As a reaction SMILES: Cl[C:2]1[CH:7]=[CH:6][CH:5]=[C:4]([C:8](OO)=O)[CH:3]=1.C1C2CC=CCC=2C=CC=1.[C:22]([O:25][CH2:26][CH3:27])(=O)C.C(=O)(O)[O-].[Na+]>C(OCC)C>[O:25]1[CH:26]2[CH:22]1[CH2:8][C:4]1[CH:5]=[CH:6][CH:7]=[CH:2][C:3]=1[CH2:27]2 |f:3.4|. Procedure details: Reaction of a 5,8-dihydronaphthalene derivative having the structure ##STR22## with m-chloroperbenzoic acid yields a 6,7-epoxy-5,6,7,8-tetrahydronaphthalene derivative of formula II. The reaction can be carried out by mixing m-chloroperbenzoic acid with a solution of a 5,8-dihydronaphthalene derivative in an organic solvent, e.g., ethyl acetate. The resulting mixture is added to a mixture of ethyl ether and aqueous sodium bicarbonate and mixed to form the 6,7-epoxy-5,6,7,8-tetrahydronaphthalene ... The reactants are [Br-], CC(C)(C)OC(=O)N1CCN(c2ccc(C=O)cc2)CC1, CCOC(=O)CCC[P+](c1ccccc1)(c1ccccc1)c1ccccc1, C1CCOC1, CC(C)(C)[O-], [K+]. The product is CCOC(=O)CCC=Cc1ccc(N2CCN(C(=O)OC(C)(C)C)CC2)cc1. RXN SMILES: [Br-:22].[C:1]([CH3:2])([CH3:3])([CH3:4])[O:5][C:6](=[O:7])[N:8]1[CH2:9][CH2:10][N:11]([c:14]2[cH:15][cH:16][c:17]([CH:18]=[O:19])[cH:20][cH:21]2)[CH2:12][CH2:13]1.[CH2:23]([CH3:24])[O:25][C:26](=[O:27])[CH2:28][CH2:29][CH2:30][P+:31]([c:32]1[cH:33][cH:34][cH:35][cH:36][cH:37]1)([c:38]1[cH:39][cH:40][cH:41][cH:42][cH:43]1)[c:44]1[cH:45][cH:46][cH:47][cH:48][cH:49]1.[CH2:56]1[O:57][CH2:58][CH2:59][CH2:60]1.[CH3:50][C:51]([CH3:52])([O-:53])[CH3:54].[K+:55]>>[C:1]([CH3:2])([CH3:3])([CH3:4])[O:5][C:6](=[O:7])[N:8]1[CH2:9][CH2:10][N:11]([c:14]2[cH:15][cH:16][c:17]([CH:50]=[CH:30][CH2:29][CH2:28][C:26]([O:25][CH2:23][CH3:24])=[O:27])[cH:20][cH:21]2)[CH2:12][CH2:13]1.